Dataset: the Open Reaction Database (ORD), a public repository of structured organic reaction records. Task: describe an organic reaction: reactants, conditions, products, and yield Reactants: solution, C(C)NCC (diethylamine), C=CC(C)=C (isoprene), C(CCC)[Li] (n-butyllithium), CCCCCC (hexane), O (water). Conditions: time 15 minute. Yields the product α-neryldiethylamine, C(\C=C(\C)/CCC=C(C)C)N(CC)CC (neryldiethylamine). Reaction SMILES: [CH2:1]([NH:3][CH2:4][CH3:5])[CH3:2].[CH2:6]=[CH:7][C:8](=[CH2:10])[CH3:9].[CH2:11]([Li])[CH2:12][CH2:13]C.O.[CH3:17][CH2:18]CCCC>>[CH2:1]([N:3]([CH2:17][CH3:18])[CH2:4][CH3:5])/[CH:2]=[C:12](\[CH2:11][CH2:6][CH:7]=[C:8]([CH3:9])[CH3:10])/[CH3:13]. Procedure: A solution prepared by mixing 2.93 g (40.0 mmol) of diethylamine with 18.0 ml (180 mmol) of isoprene was introduced into a 100-ml pressure tube in a nitrogen atmosphere- Thereto was gradually added dropwise at 0° C. a solution (1.6 M solution) prepared by dissolving 0.064 g of n-butyllithium (1.0 mmol) in 0.63 ml of hexane. This mixture was stirred first at room temperature for 15 minutes and then at 90° C. for 2.5 hours. To the resultant reaction mixture was added 0.3 ml of water to deactivate ... Reactants: OCCBr, O=C([O-])[O-], CN(C)C=O, [K+], [K+], CCOc1cccc(Cc2ncc(C=O)c3cc(O)c(OC)cc23)c1. Yields the product CCOc1cccc(Cc2ncc(C=O)c3cc(OCCO)c(OC)cc23)c1. RXN SMILES: [Br:32][CH2:33][CH2:34][OH:35].[C:26](=[O:27])([O-:28])[O-:29].[CH3:36][N:37]([CH3:38])[CH:39]=[O:40].[K+:30].[K+:31].[OH:1][c:2]1[cH:3][c:4]2[c:5]([CH:24]=[O:25])[cH:6][n:7][c:8]([CH2:14][c:15]3[cH:16][c:17]([O:21][CH2:22][CH3:23])[cH:18][cH:19][cH:20]3)[c:9]2[cH:10][c:11]1[O:12][CH3:13]>>[O:1]([c:2]1[cH:3][c:4]2[c:5]([CH:24]=[O:25])[cH:6][n:7][c:8]([CH2:14][c:15]3[cH:16][c:17]([O:21][CH2:22][CH3:23])[cH:18][cH:19][cH:20]3)[c:9]2[cH:10][c:11]1[O:12][CH3:13])[CH2:33][CH2:34][OH:35]. Starting materials: [Pb](SC#N)SC#N (Lead thiocyanate), COC1=CC=C(C=N1)CC1=C(C=CC=C1)OC (2-(6-methoxy-3-pyridylmethyl)-anisole), ClCl (chlorine). Solvent: C(C)(=O)O (acetic acid), C(C)(=O)O (acetic acid). Product: COC1=C(C=C(C=C1)SC#N)CC=1C=NC(=CC1)OC (4-methoxy-3-(6-methoxy-3-pyridylmethyl)phenylthiocyanate). Isolated yield 123.5%. RXN SMILES: ClCl.[Pb]([S:7][C:8]#[N:9])SC#N.[CH3:10][O:11][C:12]1[N:17]=[CH:16][C:15]([CH2:18][C:19]2[CH:24]=[CH:23][CH:22]=[CH:21][C:20]=2[O:25][CH3:26])=[CH:14][CH:13]=1>C(O)(=O)C>[CH3:26][O:25][C:20]1[CH:21]=[CH:22][C:23]([S:7][C:8]#[N:9])=[CH:24][C:19]=1[CH2:18][C:15]1[CH:16]=[N:17][C:12]([O:11][CH3:10])=[CH:13][CH:14]=1. Procedure: To dry acetic acid (250 ml, dried by refluxing with 5% acetic anhydride for 4.5 hours) was added dry chlorine (16.00 g). Lead thiocyanate (36.48 g) was added in portions with rapid stirring then after 40 minutes 2-(6-methoxy-3-pyridylmethyl)-anisole (45.85 g) in dry acetic acid (175 ml) was added slowly from a dropping funnel. The mixture was stirred at room temperature for 20 hours, filtered, poured into water (approximately 2 liters) and extracted with chloroform. The combined chloroform extra... Starting materials: Br, Br, CC(=O)OCC(=O)C1(O)CCc2c(O)c3c(c(O)c2C1)C(=O)c1ccccc1C3=O, ClC(Cl)(Cl)Cl, C1CCC2OC2C1, ClC(Cl)Cl. Product: CC(=O)OCC(=O)C1(O)Cc2c(O)c3c(c(O)c2C(Br)C1)C(=O)c1ccccc1C3=O. As a reaction SMILES: [Br:31].[BrH:39].[C:1]([CH3:2])(=[O:3])[O:4][CH2:5][C:6](=[O:7])[C:8]1([OH:30])[CH2:9][CH2:10][c:11]2[c:12]([OH:29])[c:13]3[c:22]([c:23]([OH:26])[c:24]2[CH2:25]1)[C:21](=[O:27])[c:20]1[c:15]([cH:16][cH:17][cH:18][cH:19]1)[C:14]3=[O:28].[C:40]([Cl:41])([Cl:42])([Cl:43])[Cl:44].[CH:32]12[O:33][CH:34]1[CH2:35][CH2:36][CH2:37][CH2:38]2.[CH:45]([Cl:46])([Cl:47])[Cl:48]>>[C:1]([CH3:2])(=[O:3])[O:4][CH2:5][C:6](=[O:7])[C:8]1([OH:30])[CH2:9][CH:10]([Br:39])[c:11]2[c:12]([OH:29])[c:13]3[c:22]([c:23]([OH:26])[c:24]2[CH2:25]1)[C:21](=[O:27])[c:20]1[c:15]([cH:16][cH:17][cH:18][cH:19]1)[C:14]3=[O:28]. The solvent is C(OC)COC (dimethoxyethane). Reaction conditions: time 2 hour. The reactants are NC1=NC2=CC(=CC=C2C(=C1)Cl)OC (2-amino-4-chloro-7-methoxyquinoline), BrCC(C(=O)OCC)=O (ethyl bromopyruvate). Procedure details: 1.3 g of 2-amino-4-chloro-7-methoxyquinoline were dissolved in 20 ml of dimethoxyethane and 1.3 g of ethyl bromopyruvate were added thereto. The mixture was stirred at room temperature for 2 hours and the crystalline intermediate thus formed was filtered off, washed with ether and then was dissolved in 20 ml of ethanol. The resultant solution was refluxed for 3 hours and ethyl 5-chloro-8-methoxyimidazo-[1,2-a]-quinoline-2-carboxylate melting at 215°-216° C. was isolated by the procedure of Examp... Reaction SMILES: [NH2:1][C:2]1[CH:11]=[C:10]([Cl:12])[C:9]2[C:4](=[CH:5][C:6]([O:13][CH3:14])=[CH:7][CH:8]=2)[N:3]=1.Br[CH2:16][C:17](=O)[C:18]([O:20][CH2:21][CH3:22])=[O:19]>C(COC)OC>[Cl:12][C:10]1[C:9]2[C:4](=[CH:5][C:6]([O:13][CH3:14])=[CH:7][CH:8]=2)[N:3]2[CH:16]=[C:17]([C:18]([O:20][CH2:21][CH3:22])=[O:19])[N:1]=[C:2]2[CH:11]=1. Yields the product ClC1=CC=2N(C3=CC(=CC=C13)OC)C=C(N2)C(=O)OCC (ethyl 5-chloro-8-methoxyimidazo-[1,2-a]-quinoline-2-carboxylate). Starting materials: Cc1cc(C)c2c(C#N)c(C=CC(=O)O)n(C3CCCc4ccccc43)c2n1, O=C(Cl)C(=O)Cl, C1CCOC1, CNc1ccccc1, CN(C)C=O, O, c1ccncc1. The product is Cc1cc(C)c2c(C#N)c(C=CC(=O)N(C)c3ccccc3)n(C3CCCc4ccccc43)c2n1. Reaction SMILES: [C:1](#[N:2])[c:3]1[c:4]([CH:24]=[CH:25][C:26](=[O:27])[OH:28])[n:5]([CH:14]2[CH2:15][CH2:16][CH2:17][c:18]3[cH:19][cH:20][cH:21][cH:22][c:23]32)[c:6]2[n:7][c:8]([CH3:13])[cH:9][c:10]([CH3:12])[c:11]12.[C:29]([Cl:30])(=[O:31])[C:32]([Cl:33])=[O:34].[CH2:49]1[O:50][CH2:51][CH2:52][CH2:53]1.[CH3:35][NH:36][c:37]1[cH:38][cH:39][cH:40][cH:41][cH:42]1.[O:55]=[CH:56][N:57]([CH3:58])[CH3:59].[OH2:54].[cH:43]1[cH:44][cH:45][n:46][cH:47][cH:48]1>>[C:1](#[N:2])[c:3]1[c:4]([CH:24]=[CH:25][C:26](=[O:27])[N:36]([CH3:35])[c:37]2[cH:38][cH:39][cH:40][cH:41][cH:42]2)[n:5]([CH:14]2[CH2:15][CH2:16][CH2:17][c:18]3[cH:19][cH:20][cH:21][cH:22][c:23]32)[c:6]2[n:7][c:8]([CH3:13])[cH:9][c:10]([CH3:12])[c:11]12. Starting materials: ClC(Cl)(Cl)Cl, OCc1ccc(-c2nn(Cc3ccccc3)c3ccccc23)o1. Yields the product O=Cc1ccc(-c2nn(Cc3ccccc3)c3ccccc23)o1. As a reaction SMILES: [C:24]([Cl:25])([Cl:26])([Cl:27])[Cl:28].[CH2:1]([c:2]1[cH:3][cH:4][cH:5][cH:6][cH:7]1)[n:8]1[n:9][c:10](-[c:17]2[o:18][c:19]([CH2:22][OH:23])[cH:20][cH:21]2)[c:11]2[cH:12][cH:13][cH:14][cH:15][c:16]12>>[CH2:1]([c:2]1[cH:3][cH:4][cH:5][cH:6][cH:7]1)[n:8]1[n:9][c:10](-[c:17]2[o:18][c:19]([CH:22]=[O:23])[cH:20][cH:21]2)[c:11]2[cH:12][cH:13][cH:14][cH:15][c:16]12.